describe an organic reaction: reactants, conditions, products, and yield From a dataset of the Open Reaction Database (ORD), a public repository of structured organic reaction records. The reactants are ICC (iodoethane), ClC1=CC=C(C=C1)C1=C(C=2N(C(=N1)C)C(N(N2)CC2=CC=C(C=C2)C(F)(F)F)=O)C2=CC=C(C=C2)Cl (7,8-bis(4-chlorophenyl)-5-methyl-2-(4-(trifluoromethyl)benzyl)-[1,2,4]triazolo[4,3-c]pyrimidin-3(2H)-one), ClC1=NC(=C(C=2N1C(NN2)=O)C2=CC=C(C=C2)Cl)C2=CC=C(C=C2)Cl (5-chloro-7,8-bis(4-chlorophenyl)-[1,2,4]triazolo[4,3-c]pyrimidin-3(2H)-one), [Cl-] (chloride), [Cl-].COC1=CC=C(C[Zn+])C=C1 (4-methoxybenzylzinc chloride). The product is ClC1=CC=C(C=C1)C1=C(C=2N(C(=N1)CC1=CC=C(C=C1)OC)C(N(N2)CC)=O)C2=CC=C(C=C2)Cl (7,8-bis(4-chlorophenyl)-2-ethyl-5-(4-methoxybenzyl)-[1,2,4]triazolo[4,3-c]pyrimidin-3(2H)-one). RXN SMILES: ClC1N2C(=O)NN=C2C(C2C=CC(Cl)=CC=2)=C(C2C=CC(Cl)=CC=2)N=1.[Cl-].[Cl-].[CH3:28][O:29][C:30]1[CH:37]=[CH:36][C:33]([CH2:34][Zn+])=[CH:32][CH:31]=1.ICC.[Cl:41][C:42]1[CH:47]=[CH:46][C:45]([C:48]2[N:53]=[C:52](C)[N:51]3[C:55](=[O:69])[N:56]([CH2:58][C:59]4C=CC(C(F)(F)F)=CC=4)[N:57]=[C:50]3[C:49]=2[C:70]2[CH:75]=[CH:74][C:73]([Cl:76])=[CH:72][CH:71]=2)=[CH:44][CH:43]=1>>[Cl:41][C:42]1[CH:47]=[CH:46][C:45]([C:48]2[N:53]=[C:52]([CH2:34][C:33]3[CH:36]=[CH:37][C:30]([O:29][CH3:28])=[CH:31][CH:32]=3)[N:51]3[C:55](=[O:69])[N:56]([CH2:58][CH3:59])[N:57]=[C:50]3[C:49]=2[C:70]2[CH:71]=[CH:72][C:73]([Cl:76])=[CH:74][CH:75]=2)=[CH:44][CH:43]=1 |f:2.3|. Procedure: The title compound was prepared in two steps from 5-chloro-7,8-bis(4-chlorophenyl)-[1,2,4]triazolo[4,3-c]pyrimidin-3(2H)-one by nucleophilic displacement of chloride with 4-methoxybenzylzinc chloride, followed by alkylation with iodoethane, in a manner analogous to that in which 7,8-bis(4-chlorophenyl)-5-methyl-2-(4-(trifluoromethyl)benzyl)-[1,2,4]triazolo[4,3-c]pyrimidin-3(2H)-one was prepared. HPLC/MS: retention time=4.571 min, [M+H]30 =505. Starting materials: N#Cc1ccc2c(c1)CCC2=O, CCCCCC. Product: N#Cc1ccc2c(c1)CCC2O. Reaction SMILES: [C:1](#[N:2])[c:3]1[cH:4][c:5]2[c:9]([cH:10][cH:11]1)[C:8](=[O:12])[CH2:7][CH2:6]2.[CH3:13][CH2:14][CH2:15][CH2:16][CH2:17][CH3:18]>>[C:1](#[N:2])[c:3]1[cH:4][c:5]2[c:9]([cH:10][cH:11]1)[CH:8]([OH:12])[CH2:7][CH2:6]2. Starting materials: FC(C(=O)O)(F)F (Trifluoroacetic acid), FC1=C(C=CC=C1F)C1=CC[C@H](C(N(C1)CC1=C(C=C(C=C1)OC)OC)=O)NC(OCC1=CC=CC=C1)=O (benzyl (3R)-6-(2,3-difluorophenyl)-1-(2,4-dimethoxybenzyl)-2-oxo-2,3,4,7-tetrahydro-1H-azepin-3-ylcarbamate). Solvent: ClCCl (dichloromethane). Run at time 18 hour. Product: FC1=C(C=CC=C1F)C1=CC[C@H](C(NC1)=O)NC(OCC1=CC=CC=C1)=O (Benzyl (3R)-6-(2,3-difluorophenyl)-2-oxo-2,3,4,7-tetrahydro-1H-azepin-3-ylcarbamate). The yield is 66.4%. RXN SMILES: FC(F)(F)C(O)=O.[F:8][C:9]1[C:14]([F:15])=[CH:13][CH:12]=[CH:11][C:10]=1[C:16]1[CH2:22][N:21](CC2C=CC(OC)=CC=2OC)[C:20](=[O:34])[C@H:19]([NH:35][C:36](=[O:45])[O:37][CH2:38][C:39]2[CH:44]=[CH:43][CH:42]=[CH:41][CH:40]=2)[CH2:18][CH:17]=1>ClCCl>[F:8][C:9]1[C:14]([F:15])=[CH:13][CH:12]=[CH:11][C:10]=1[C:16]1[CH2:22][NH:21][C:20](=[O:34])[C@H:19]([NH:35][C:36](=[O:45])[O:37][CH2:38][C:39]2[CH:44]=[CH:43][CH:42]=[CH:41][CH:40]=2)[CH2:18][CH:17]=1. Reported procedure: Trifluoroacetic acid (60 mL) was added to a solution of benzyl (3R)-6-(2,3-difluorophenyl)-1-(2,4-dimethoxybenzyl)-2-oxo-2,3,4,7-tetrahydro-1H-azepin-3-ylcarbamate (3.70 g, 7.08 mmol) in dichloromethane (40 mL). After 18 h, the mixture was concentrated at 25° C., methanol (150 mL) was added, and the precipitate filtered. The filtrate was concentrated, diluted with dichloromethane (100 mL), washed with water (2×), saturated aqueous sodium bicarbonate (2×), saturated brine, dried over magnesium su... The reactants are NC1=CC=C(C=C1)N1C2=C(NC(CC1=O)=O)C=1CCCCC1C=C2 (5-(4-aminophenyl)-1,5,8,9,10,11-hexahydronaphtho[1,2-b][1,4]diazepine-2,4-dione), ClC1=C(CS(=O)(=O)Cl)C(=CC=C1)Cl (2,6-dichlorobenzylsulfonyl chloride). Yields the product ClC1=C(C(=CC=C1)Cl)CS(=O)(=O)NC1=CC=C(C=C1)N1C2=C(NC(CC1=O)=O)C=1CCCCC1C=C2 (1-(2,6-Dichlorophenyl)-N-[4-(2,4-dioxo-1,2,3,4,8,9,10,11-octahydronaphtho[1,2-b][1,4]diazepin-5-yl)phenyl]methanesulfonamide). Isolated yield 29.4%. RXN SMILES: [NH2:1][C:2]1[CH:7]=[CH:6][C:5]([N:8]2[C:14](=[O:15])[CH2:13][C:12](=[O:16])[NH:11][C:10]3[C:17]4[CH2:18][CH2:19][CH2:20][CH2:21][C:22]=4[CH:23]=[CH:24][C:9]2=3)=[CH:4][CH:3]=1.[Cl:25][C:26]1[CH:36]=[CH:35][CH:34]=[C:33]([Cl:37])[C:27]=1[CH2:28][S:29](Cl)(=[O:31])=[O:30]>>[Cl:25][C:26]1[CH:36]=[CH:35][CH:34]=[C:33]([Cl:37])[C:27]=1[CH2:28][S:29]([NH:1][C:2]1[CH:3]=[CH:4][C:5]([N:8]2[C:14](=[O:15])[CH2:13][C:12](=[O:16])[NH:11][C:10]3[C:17]4[CH2:18][CH2:19][CH2:20][CH2:21][C:22]=4[CH:23]=[CH:24][C:9]2=3)=[CH:6][CH:7]=1)(=[O:31])=[O:30]. Procedure details: By using 5-(4-aminophenyl)-1,5,8,9,10,11-hexahydronaphtho[1,2-b][1,4]diazepine-2,4-dione (50 mg, 0.156 mmol) obtained in Example 55, and 2,6-dichlorobenzylsulfonyl chloride (81 mg, 0.312 mmol), the title compound (25 mg, yield 29%) was obtained in the same manner as that of Example 145. The reactants are ClC1=CC=C(C=C1)C(Cl)(Cl)Cl (p-chlorobenzotrichloride), Cl.NC1=C(C=CC(=C1)[N+](=O)[O-])O (2-amino-4-nitrophenol hydrochloride). Product: ClC1=CC=C(C=C1)C=1OC2=C(N1)C=C(C=C2)[N+](=O)[O-] (2-(4-Chlorophenyl)-5-nitrobenzoxazole). As a reaction SMILES: [Cl:1][C:2]1[CH:7]=[CH:6][C:5]([C:8](Cl)(Cl)Cl)=[CH:4][CH:3]=1.Cl.[NH2:13][C:14]1[CH:19]=[C:18]([N+:20]([O-:22])=[O:21])[CH:17]=[CH:16][C:15]=1[OH:23]>>[Cl:1][C:2]1[CH:7]=[CH:6][C:5]([C:8]2[O:23][C:15]3[CH:16]=[CH:17][C:18]([N+:20]([O-:22])=[O:21])=[CH:19][C:14]=3[N:13]=2)=[CH:4][CH:3]=1 |f:1.2|. Procedure: Compound XV was prepared as in Example 12 at 180°-200° C from p-chlorobenzotrichloride and 2-amino-4-nitrophenol hydrochloride, and purified through a preheated Al2O3 column: 3.4 g of raw product melting at 205°-210° C (12% of the theory). After recrystallization from benzene: melting point 217°-218° C. Reactants: O (water), NC1=CC(=NN1)C(=O)OCC (ethyl 5-aminopyrazole-3-carboxylate), C(CC(=O)O)(=O)OCC (ethyl hydrogen malonate), C(C)(C)N=C=NC(C)C (N,N′-diisopropylcarbodiimide). Solvent: N1=CC=CC=C1 (pyridine). Yields the product C(C)OC(CC(=O)NC1=CC(=NN1)C(=O)OCC)=O (ethyl 5-[(3-ethoxy-3-oxopropanoyl)amino]-1H-pyrazole-3-carboxylate). Reaction SMILES: [NH2:1][C:2]1[NH:6][N:5]=[C:4]([C:7]([O:9][CH2:10][CH3:11])=[O:8])[CH:3]=1.[C:12]([O:18][CH2:19][CH3:20])(=[O:17])[CH2:13][C:14](O)=[O:15].C(N=C=NC(C)C)(C)C.O>N1C=CC=CC=1>[CH2:19]([O:18][C:12](=[O:17])[CH2:13][C:14]([NH:1][C:2]1[NH:6][N:5]=[C:4]([C:7]([O:9][CH2:10][CH3:11])=[O:8])[CH:3]=1)=[O:15])[CH3:20]. Procedure details: To a solution of ethyl 5-aminopyrazole-3-carboxylate (5.00 g, 26.1 mmol) and ethyl hydrogen malonate (3.62 g, 27.4 mmol) in pyridine (130 mL) was added N,N′-diisopropylcarbodiimide (4.28 g, 33.9 mmol) at 0° C. After being stirred at same temperature, the reaction mixture was poured into water. The mixture was extracted with ethyl acetate and the organic layer was washed with saturated brine, dried over sodium sulfate, filtrated and concentrated in vacuo. The crude was purified by silica gel colu... The reactants are [BH4-], CCOCC, CCC=O, CCc1nn2c(-c3ccc(Cl)cc3Cl)cccc2c1NCCOC, [Na+], C1CCOC1, O, O=S(=O)(O)O. Yields the product CCCN(CCOC)c1c(CC)nn2c(-c3ccc(Cl)cc3Cl)cccc12. RXN SMILES: [BH4-:34].[CH3:41][CH2:42][O:43][CH2:44][CH3:45].[CH:25]([CH2:26][CH3:27])=[O:28].[Cl:1][c:2]1[c:3](-[c:9]2[cH:10][cH:11][cH:12][c:13]3[n:14]2[n:15][c:16]([CH2:23][CH3:24])[c:17]3[NH:18][CH2:19][CH2:20][O:21][CH3:22])[cH:4][cH:5][c:6]([Cl:8])[cH:7]1.[Na+:35].[O:36]1[CH2:37][CH2:38][CH2:39][CH2:40]1.[OH2:46].[S:29](=[O:30])(=[O:31])([OH:32])[OH:33]>>[Cl:1][c:2]1[c:3](-[c:9]2[cH:10][cH:11][cH:12][c:13]3[n:14]2[n:15][c:16]([CH2:23][CH3:24])[c:17]3[N:18]([CH2:19][CH2:20][O:21][CH3:22])[CH2:25][CH2:26][CH3:27])[cH:4][cH:5][c:6]([Cl:8])[cH:7]1. Starting materials: CC=1SC2=C(N1)C=C(C=C2)OC[C@@H](CN2CCNCC2)O ((2R)-1-(2-methylbenzothiazol-5-yloxy)-3-piperazin-1-yl-propan-2-ol), C(C=C)Br (allyl bromide), C([O-])([O-])=O.[K+].[K+] (potasium carbonate), ClCCl (dichloromethane). The solvent is CC(=O)C (acetone), CO (methanol). Run at time 5 hour. Product: CC=1SC2=C(N1)C=C(C=C2)OC[C@@H](CN2CCN(CC2)CC=C)O ((2R)-1-(2-methylbenzothiazol-5-yloxy)-3-(4-prop-2-enylpiperazinyl)propan-2-ol). Isolated yield 43.2%. As a reaction SMILES: [CH3:1][C:2]1[S:3][C:4]2[CH:10]=[CH:9][C:8]([O:11][CH2:12][C@H:13]([OH:21])[CH2:14][N:15]3[CH2:20][CH2:19][NH:18][CH2:17][CH2:16]3)=[CH:7][C:5]=2[N:6]=1.[CH2:22](Br)[CH:23]=[CH2:24].C(=O)([O-])[O-].[K+].[K+].ClCCl>CC(C)=O.CO>[CH3:1][C:2]1[S:3][C:4]2[CH:10]=[CH:9][C:8]([O:11][CH2:12][C@H:13]([OH:21])[CH2:14][N:15]3[CH2:16][CH2:17][N:18]([CH2:24][CH:23]=[CH2:22])[CH2:19][CH2:20]3)=[CH:7][C:5]=2[N:6]=1 |f:2.3.4|. Procedure: To a solution of (2R)-1-(2-methylbenzothiazol-5-yloxy)-3-piperazin-1-yl-propan-2-ol (300 mg, 1.0 mmol) in acetone (10 ml) was added allyl bromide (0.130 ml, 1.5 mmol) and potasium carbonate (280 mg, 2.0 mmol). The solution was heated to reflux and stirred for 5 hours. Thin layer chromatography (10:1 dichloromethane:methanol) showed formation of product. The solution was cooled and filtered. The filtrate was concentrated under reduced pressure, and the residue purified by preparative chromatograp... Starting materials: 126, C1(=CC=CC=C1)C(C1CCNCC1)C1=CC=CC=C1 (4-(diphenylmethyl)piperidine), 69, C([O-])([O-])=O.[Na+].[Na+] (sodium carbonate), resultant mixture, 112, [N+](=O)([O-])C1=CC=C(CCl)C=C1 (4-nitrobenzyl chloride). The solvent is O (water), C(C)O (ethanol), C(C)O (ethanol). Run at time 4 hour. Product: [N+](=O)([O-])C1=CC=C(C=C1)CN1CCC(CC1)C(C1=CC=CC=C1)C1=CC=CC=C1 (1-[(4-nitrophenyl)methyl]-4-(diphenylmethyl)piperidine). As a reaction SMILES: [C:1]1([CH:7]([C:14]2[CH:19]=[CH:18][CH:17]=[CH:16][CH:15]=2)[CH:8]2[CH2:13][CH2:12][NH:11][CH2:10][CH2:9]2)[CH:6]=[CH:5][CH:4]=[CH:3][CH:2]=1.C(=O)([O-])[O-].[Na+].[Na+].[N+:26]([C:29]1[CH:36]=[CH:35][C:32]([CH2:33]Cl)=[CH:31][CH:30]=1)([O-:28])=[O:27]>C(O)C.O>[N+:26]([C:29]1[CH:36]=[CH:35][C:32]([CH2:33][N:11]2[CH2:10][CH2:9][CH:8]([CH:7]([C:14]3[CH:19]=[CH:18][CH:17]=[CH:16][CH:15]=3)[C:1]3[CH:2]=[CH:3][CH:4]=[CH:5][CH:6]=3)[CH2:13][CH2:12]2)=[CH:31][CH:30]=1)([O-:28])=[O:27] |f:1.2.3|. Procedure details: To a solution of 126 parts of 4-(diphenylmethyl)piperidine in 1200 parts of 95% ethanol is added a solution of 69 parts of sodium carbonate in 1500 parts of water. The resultant mixture is heated at the boiling point under reflux with vigorous stirring while a solution of 112 parts of 4-nitrobenzyl chloride in 800 parts of 95% ethanol is rapidly stirred in, and for 4 hours thereafter. Solvent is then removed by vacuum distillation, and the residue is partitioned between dichloromethane and water... Reactants: BrC1=CN(C=2N=CN=C(C21)N[C@@H](C)C2=NN1C(C(N2C2=CC=CC=C2)=O)=C(C=C1)C)COCC[Si](C)(C)C ((S)-2-(1-((5-Bromo-7-((2-(trimethylsilyl)ethoxy)methyl)-7H-pyrrolo[2,3-d]pyrimidin-4-yl)amino)ethyl)-5-methyl-3-phenylpyrrolo[2,1-f][1,2,4]triazin-4(3H)-one), COC=1C=C(C=CC1B1OC(C(O1)(C)C)(C)C)NS(=O)(=O)C (N-(3-methoxy-4-(4,4,5,5-tetramethyl-1,3,2-dioxaborolan-2-yl)phenyl)methanesulfonamide), C([O-])([O-])=O.[Na+].[Na+] (sodium carbonate). The product is COC=1C=C(C=CC1C1=CN(C=2N=CN=C(C21)N[C@@H](C)C2=NN1C(C(N2C2=CC=CC=C2)=O)=C(C=C1)C)COCC[Si](C)(C)C)NS(=O)(=O)C ((S)—N-(3-Methoxy-4-(4-((1-(5-methyl-4-oxo-3-phenyl-3,4-dihydropyrrolo[2,1-f][1,2,4]triazin-2-yl)ethyl)amino)-7-((2-(trimethylsilyl)ethoxy)methyl)-7H-pyrrolo[2,3-d]pyrimidin-5-yl)phenyl)methanesulfonamide). Isolated yield 76.7%. RXN SMILES: Br[C:2]1[C:10]2[C:9]([NH:11][C@H:12]([C:14]3[N:19]([C:20]4[CH:25]=[CH:24][CH:23]=[CH:22][CH:21]=4)[C:18](=[O:26])[C:17]4=[C:27]([CH3:30])[CH:28]=[CH:29][N:16]4[N:15]=3)[CH3:13])=[N:8][CH:7]=[N:6][C:5]=2[N:4]([CH2:31][O:32][CH2:33][CH2:34][Si:35]([CH3:38])([CH3:37])[CH3:36])[CH:3]=1.[CH3:39][O:40][C:41]1[CH:42]=[C:43]([NH:56][S:57]([CH3:60])(=[O:59])=[O:58])[CH:44]=[CH:45][C:46]=1B1OC(C)(C)C(C)(C)O1.C(=O)([O-])[O-].[Na+].[Na+]>>[CH3:39][O:40][C:41]1[CH:42]=[C:43]([NH:56][S:57]([CH3:60])(=[O:59])=[O:58])[CH:44]=[CH:45][C:46]=1[C:2]1[C:10]2[C:9]([NH:11][C@H:12]([C:14]3[N:19]([C:20]4[CH:25]=[CH:24][CH:23]=[CH:22][CH:21]=4)[C:18](=[O:26])[C:17]4=[C:27]([CH3:30])[CH:28]=[CH:29][N:16]4[N:15]=3)[CH3:13])=[N:8][CH:7]=[N:6][C:5]=2[N:4]([CH2:31][O:32][CH2:33][CH2:34][Si:35]([CH3:38])([CH3:37])[CH3:36])[CH:3]=1 |f:2.3.4|. Procedure details: (S)-2-(1-((5-Bromo-7-((2-(trimethylsilyl)ethoxy)methyl)-7H-pyrrolo[2,3-d]pyrimidin-4-yl)amino)ethyl)-5-methyl-3-phenylpyrrolo[2,1-f][1,2,4]triazin-4(3H)-one (170 mg, 0.29 mmol) was treated with N-(3-methoxy-4-(4,4,5,5-tetramethyl-1,3,2-dioxaborolan-2-yl)phenyl)methanesulfonamide (190 mg, 0.58 mmol, described at WO 2012015723 A1 20120202), sodium carbonate (100 mg, 0.94 mmols) and bis(diphenylphosphino)ferrocene-palladium(II)dichloride dichloromethane complex (50 mg, 0.06 mmol) according to the m...